From a dataset of the Open Reaction Database (ORD), a public repository of structured organic reaction records. describe an organic reaction: reactants, conditions, products, and yield Reactants: C(C=CC)O (crotyl alcohol), C(C)(OCC)(OCC)OCC (triethyl orthoacetate), C(CC)(=O)O (propionic acid), C(C)(=O)O (acetic acid). Solvent: O (water), CCOCC (ether). Conditions: temperature 100 celsius, time 6 hour. The product is CC(CC(=O)OCC)C=C (ethyl 3-methyl-4-pentenoate). Reaction SMILES: [CH2:1](O)[CH:2]=[CH:3][CH3:4].[C:6]([O:14]CC)([O:11][CH2:12][CH3:13])(OCC)[CH3:7].C(O)(=O)CC.C(O)(=O)C>CCOCC.O>[CH3:4][CH:3]([CH:2]=[CH2:1])[CH2:7][C:6]([O:11][CH2:12][CH3:13])=[O:14]. Procedure details: A stirred mixture of 36.06 g of crotyl alcohol, 162.2 g of triethyl orthoacetate and 2.22 g of propionic acid was slowly heated to 100° C. (1.25 hours), stirred and heated at 100°-115° C. for 1 hour, at 115°-145° C. for 2.5 hours, then at 145°-155° C. for 6 hours. The mixture was cooled in an ice bath and treated with 50 ml of glacial acetic acid and 50 ml of water. The mixture was stirred at room temperature for 45 minutes, diluted with ether, extracted with saturated sodium bicarbonate solutio... RXN SMILES: C([C@H]1CC[C@H](C(Cl)=O)C1)CCCC.C(C1CC(=O)CCC1)CCCC.[CH2:26]([CH:31]1[CH2:35][CH2:34][CH:33]([C:36]([O:38][CH2:39][CH3:40])=[O:37])[CH2:32]1)[CH2:27][CH2:28][CH2:29][CH3:30].S(Cl)(Cl)=O.[CH2:45]([C@H:48]1[CH2:53][CH2:52][C@H:51]([C:54]2[CH:59]=CC(O)=[CH:56][CH:55]=2)[CH2:50][CH2:49]1)[CH2:46][CH3:47]>CCOCC.C1(C)C=CC=CC=1.N1C=CC=CC=1>[CH2:26]([C@H:31]1[CH2:35][CH2:34][C@H:33]([C:36]([O:38][C:39]2[CH:56]=[CH:55][C:54]([C@H:51]3[CH2:50][CH2:49][C@H:48]([CH2:45][CH2:46][CH3:47])[CH2:53][CH2:52]3)=[CH:59][CH:40]=2)=[O:37])[CH2:32]1)[CH2:27][CH2:28][CH2:29][CH3:30]. Procedure details: 4.0 g of trans-3-n-pentylcyclopentanecarbonyl chloride (obtainable from 5-n-pentylcyclohexanone through chlorination, Faworski rearrangement of the α-chloroketone using sodium alcoholate in ether, hydrolysis of the ethyl 3-n-pentylcyclopentanecarboxylate, alkaline isomerization of the acid and subsequent reaction with thionyl chloride) are added dropwise at 100° to a solution of 4.4 g of 4-(trans-4-n-propylcyclohexyl)-phenol and 1.6 g of pyridine in 10 ml of toluene. The mixture is allowed to re... Starting materials: C(CCCC)[C@@H]1C[C@H](CC1)C(=O)Cl (trans-3-n-pentylcyclopentanecarbonyl chloride), C(CC)[C@@H]1CC[C@H](CC1)C1=CC=C(C=C1)O (4-(trans-4-n-propylcyclohexyl)-phenol), C(CCCC)C1CCCC(C1)=O (5-n-pentylcyclohexanone), α-chloroketone, sodium alcoholate, C(CCCC)C1CC(CC1)C(=O)OCC (ethyl 3-n-pentylcyclopentanecarboxylate), S(=O)(Cl)Cl (thionyl chloride). Product: C(CCCC)[C@@H]1C[C@H](CC1)C(=O)OC1=CC=C(C=C1)[C@@H]1CC[C@H](CC1)CCC (4-(trans-4-propylcyclohexyl)-phenyl trans-3-pentylcyclopentanecarboxylate). Solvent: C1(=CC=CC=C1)C (toluene), N1=CC=CC=C1 (pyridine), CCOCC (ether). Starting materials: [N+](=O)([O-])C=1C=C(NC(CC(C)=O)=O)C=CC1 (m-nitro-acetylacetanilide), C(OC)([O-])[O-] (methyl orthoformate), Be sulfuric acid. Reagents/catalysts: N1=CC=CC2=CC=CC=C12 (quinoline). Run in C1(=CC=CC=C1)C (toluene). Run at temperature 130 celsius, time 16 hour. The product is [N+](=O)([O-])C=1C=C(NC(\C=C(\C)/OC)=O)C=CC1 (m-nitro-3-methoxy-crotonanilide). Isolated yield 68.4%. RXN SMILES: [N+:1]([C:4]1[CH:5]=[C:6]([CH:14]=[CH:15][CH:16]=1)[NH:7][C:8](=[O:13])[CH2:9][C:10](=[O:12])[CH3:11])([O-:3])=[O:2].[CH:17]([O-])([O-])OC>N1C2C(=CC=CC=2)C=CC=1.C1(C)C=CC=CC=1>[N+:1]([C:4]1[CH:5]=[C:6]([CH:14]=[CH:15][CH:16]=1)[NH:7][C:8](=[O:13])/[CH:9]=[C:10](\[O:12][CH3:17])/[CH3:11])([O-:3])=[O:2]. Procedure: A mixture of 33 g of m-nitro-acetylacetanilide, 38.1 g of methyl orthoformate and 13 drops of 36° Be sulfuric acid was allowed to stand for 16 hours and after the addition of 40 drops of quinoline and 150 ml of toluene, the mixture was heated to 130° C. while distilling of the methanol formed as an azeotrope. The mixture was cooled and vacuum filtered and the recovered precipitate was crystallized from acetone to obtain 24 g of m-nitro-3-methoxy-crotonanilide melting at 187° C. Reactants: C([O-])([O-])=O.[K+].[K+] (potassium carbonate), FC=1C=CC(=C(C1)C)[N+](=O)[O-] (5-fluoro-2-nitrotoluene), FC(C(O)(F)F)(C)F (tetrafluoropropanol), oily crude product. Yields the product [N+](=O)([O-])C1=C(C=C(C=C1)OCC(C(F)F)(F)F)C (2-Nitro-5-(2,2,3,3-tetrafluoropropyloxy)toluene). RXN SMILES: [C:1](=[O:4])([O-])[O-].[K+].[K+].F[C:8]1[CH:9]=[CH:10][C:11]([N+:15]([O-:17])=[O:16])=[C:12]([CH3:14])[CH:13]=1.[F:18][C:19]([F:25])(C)[C:20]([F:23])([F:22])O>>[N+:15]([C:11]1[CH:10]=[CH:9][C:8]([O:4][CH2:1][C:20]([F:23])([F:22])[CH:19]([F:25])[F:18])=[CH:13][C:12]=1[CH3:14])([O-:17])=[O:16] |f:0.1.2|. Procedure details: 28 g of potassium carbonate, 70 ml of tetrafluoropropanol and 26.4 g of 5-fluoro-2-nitrotoluene were reacted; 45 g of oily crude product.